Task: describe an organic reaction: reactants, conditions, products, and yield. Dataset: the Open Reaction Database (ORD), a public repository of structured organic reaction records Starting materials: ClC1=CC(=CC=2N1N=C(N2)N)C(F)(F)F (5-chloro-7-(trifluoromethyl)[1,2,4]triazolo[1,5-a]pyridin-2-amine), C(C)(C)N (isopropylamine). Solvent: C(CCC)O (n-butanol). Run at temperature 120 celsius. Yields the product C(C)(C)NC1=CC(=CC=2N1N=C(N2)N)C(F)(F)F (N5-isopropyl-7-(trifluoromethyl)[1,2,4]triazolo[1,5-a]pyridine-2,5-diamine). The yield is 61.1%. RXN SMILES: Cl[C:2]1[N:7]2[N:8]=[C:9]([NH2:11])[N:10]=[C:6]2[CH:5]=[C:4]([C:12]([F:15])([F:14])[F:13])[CH:3]=1.[CH:16]([NH2:19])([CH3:18])[CH3:17]>C(O)CCC>[CH:16]([NH:19][C:2]1[N:7]2[N:8]=[C:9]([NH2:11])[N:10]=[C:6]2[CH:5]=[C:4]([C:12]([F:15])([F:14])[F:13])[CH:3]=1)([CH3:18])[CH3:17]. Procedure: A suspension of 5-chloro-7-(trifluoromethyl)[1,2,4]triazolo[1,5-a]pyridin-2-amine ((A7), 183.00 mg; 0.77 mmol; 1.00 eq.) and isopropylamine (664.58 μl; 7.74 mmol; 10.00 eq.) in n-butanol (1.50 mL) was heated at 120° C. for 1 h30 under MW irradiation. The reaction mixture was then concentrated under vacuum till dryness. The solid obtained was triturated in water/MTBE and filtered. The solid which precipitated in mother liquor was finally filtered, washed with water and dried under vacuum at 40° C... Starting materials: N(=NC(=O)OC(C)C)C(=O)OC(C)C (diisopropyl azodicarboxylate), C1(=CC=CC=C1)P(C1=CC=CC=C1)C1=CC=CC=C1 (triphenylphosphine), O1CCC(CC1)O (tetrahydropyran-4-ol), OC=1C=CC2=C(C=C(CCC2)C(=O)OC)C1 (methyl 2-hydroxy-6,7-dihydro-5H-benzocycloheptene-8-carboxylate). Solvent: C1CCOC1 (THF), C1CCOC1 (THF). Reaction conditions: time 3 day. The product is O1CCC(CC1)OC=1C=CC2=C(C=C(CCC2)C(=O)OC)C1 (methyl 2-[(tetrahydropyran-4-yl)oxy]-6,7-dihydro-5H-benzocycloheptene-8-carboxylate). Yield: 94.0%. Reaction SMILES: C1(P(C2C=CC=CC=2)C2C=CC=CC=2)C=CC=CC=1.[O:20]1[CH2:25][CH2:24][CH:23]([OH:26])[CH2:22][CH2:21]1.O[C:28]1[CH:29]=[CH:30][C:31]2[CH2:37][CH2:36][CH2:35][C:34]([C:38]([O:40][CH3:41])=[O:39])=[CH:33][C:32]=2[CH:42]=1.N(C(OC(C)C)=O)=NC(OC(C)C)=O>C1COCC1>[O:20]1[CH2:25][CH2:24][CH:23]([O:26][C:28]2[CH:29]=[CH:30][C:31]3[CH2:37][CH2:36][CH2:35][C:34]([C:38]([O:40][CH3:41])=[O:39])=[CH:33][C:32]=3[CH:42]=2)[CH2:22][CH2:21]1. Procedure details: To triphenylphosphine (1.18 g, 4.50 mmol), tetrahydropyran-4-ol (0.429 g, 4.50 mmol) and methyl 2-hydroxy-6,7-dihydro-5H-benzocycloheptene-8-carboxylate (327 mg, 1.50 mmol) dissolved in THF (10 ml) was added at 0° C. a solution of diisopropyl azodicarboxylate (0.886 ml, 4.50 mmol) in THF (2 ml), and the resulting mixture was stirred at room temperature for 3 days. The reaction mixture was concentrated under reduced pressure and the residue was subjected to column chromatography (silica gel: 45 g... Reactants: CC(C)S(=O)(=O)OC1=CC=C(C=C1)CCOC1=CC=C(C=C1)C=O (4-[2-(4-formylphenoxy)ethyl]phenyl 2-propanesulfonate), 0.94, S1C(NC(C1)=O)=O (2,4-thiazolidinedione), C1(=CC=CC=C1)C (toluene), O (water). Reagents/catalysts: N1CCCCC1 (piperidine), C(C)(=O)O (acetic acid). The solvent is CC(=O)C (acetone). Yields the product CC(C)S(=O)(=O)OC1=CC=C(C=C1)CCOC1=CC=C(C=C2C(NC(S2)=O)=O)C=C1 (5-(4-[2-(4-(2-propanesulfonyloxy)phenyl)ethoxy]benzylidene)thiazolidine-2,4-dione). Yield: 58.6%. As a reaction SMILES: [CH3:1][CH:2]([S:4]([O:7][C:8]1[CH:13]=[CH:12][C:11]([CH2:14][CH2:15][O:16][C:17]2[CH:22]=[CH:21][C:20]([CH:23]=O)=[CH:19][CH:18]=2)=[CH:10][CH:9]=1)(=[O:6])=[O:5])[CH3:3].[S:25]1[CH2:29][C:28](=[O:30])[NH:27][C:26]1=[O:31].C1(C)C=CC=CC=1.O>N1CCCCC1.C(O)(=O)C.CC(C)=O>[CH3:3][CH:2]([S:4]([O:7][C:8]1[CH:13]=[CH:12][C:11]([CH2:14][CH2:15][O:16][C:17]2[CH:18]=[CH:19][C:20]([CH:23]=[C:29]3[S:25][C:26](=[O:31])[NH:27][C:28]3=[O:30])=[CH:21][CH:22]=2)=[CH:10][CH:9]=1)(=[O:6])=[O:5])[CH3:1]. Procedure details: 1.4 g (4 mmole) 4-[2-(4-formylphenoxy)ethyl]phenyl 2-propanesulfonate, 0.94 (8 mmole) 2,4-thiazolidinedione, 5 drops of piperidine, 6 drops of acetic acid and toluene were refluxed with water separation in a Dean-Stark apparatus. When the starting material was consumed the heat was removed and the formed crystals were recrystallized in water:acetone to give 1.5 g (yield 58.6%) of 5-(4-[2-(4-(2-propanesulfonyloxy)phenyl)ethoxy]benzylidene)thiazolidine-2,4-dione. Starting materials: OS(=O)(=O)[O-].[Na+] (NaHSO4), CCN(C(C)C)C(C)C (DIEA), C1(CCCC1)CC(=O)Cl (cyclopentyl-acetyl chloride), Cl.FC(C=1C=C(C=C(C1)C(F)(F)F)S(=O)(=O)NC=1SC=2C[NH2+]CCC2N1)(F)F (2-(3,5-bis-trifluoromethyl-benzenesulfonylamino)-4,5,6,7-tetrahydro-thiazolo[5,4-c]pyridin-5-ium hydrochloride salt). The solvent is C(Cl)Cl (CH2Cl2). Reaction conditions: time 4 hour. The product is C1(CCCC1)CC(=O)N1CC2=C(CC1)N=C(S2)NS(=O)(=O)C2=CC(=CC(=C2)C(F)(F)F)C(F)(F)F (N-[5-(2-Cyclo-pentyl-acetyl)-4,5,6,7-tetrahydro-thiazolo[5,4-c]pyridin-2-yl]-3,5-bis-trifluoromethyl-benzene-sulfonamide). As a reaction SMILES: CCN(C(C)C)C(C)C.[CH:10]1([CH2:15][C:16](Cl)=[O:17])[CH2:14][CH2:13][CH2:12][CH2:11]1.Cl.[F:20][C:21]([F:46])([F:45])[C:22]1[CH:23]=[C:24]([S:32]([NH:35][C:36]2[S:37][C:38]3[CH2:39][NH2+:40][CH2:41][CH2:42][C:43]=3[N:44]=2)(=[O:34])=[O:33])[CH:25]=[C:26]([C:28]([F:31])([F:30])[F:29])[CH:27]=1.OS([O-])(=O)=O.[Na+]>C(Cl)Cl>[CH:10]1([CH2:15][C:16]([N:40]2[CH2:41][CH2:42][C:43]3[N:44]=[C:36]([NH:35][S:32]([C:24]4[CH:23]=[C:22]([C:21]([F:20])([F:45])[F:46])[CH:27]=[C:26]([C:28]([F:31])([F:30])[F:29])[CH:25]=4)(=[O:34])=[O:33])[S:37][C:38]=3[CH2:39]2)=[O:17])[CH2:14][CH2:13][CH2:12][CH2:11]1 |f:2.3,4.5|. Procedure: DIEA and cyclopentyl-acetyl chloride are added at 0° to a mixture of 75 mg of 2-(3,5-bis-trifluoromethyl-benzenesulfonylamino)-4,5,6,7-tetrahydro-thiazolo[5,4-c]pyridin-5-ium hydrochloride salt in CH2Cl2. The mixture obtained is stirred at RT for 4 hours, 2 ml of 1 M aqueous NaHSO4 solution are added and two phases formed are separated. The organic layer obtained is concentrated and subjected to preparative HPLC (RP-18). N-[5-(2-Cyclo-pentyl-acetyl)-4,5,6,7-tetrahydro-thiazolo[5,4-c]pyridin-2-yl... Reactants: CC1=CN=CC(=N1)C1=CC2=C(C=N1)C=NN2 (6-(6-methylpyrazin-2-yl)-1H-pyrazolo[4,3-c]pyridine), BrC1=NC(=CC=C1OC)I (2-bromo-6-iodo-3-methoxypyridine), C([O-])([O-])=O.[K+].[K+] (Potassium carbonate), CNCCNC (N,N′-Dimethylethylenediamine). Reagents/catalysts: [Cu]I (Copper(I) iodide). Reaction conditions: temperature 85 celsius. Yields the product BrC1=CC=CC(=N1)N1N=CC=2C=NC(=CC21)C2=NC(=CN=C2)C (1-(6-bromo-2-pyridyl)-6-(6-methylpyrazin-2-yl)pyrazolo[4,3-c]pyridine). Yield: 64.6%. RXN SMILES: [CH3:1][C:2]1[N:7]=[C:6]([C:8]2[N:13]=[CH:12][C:11]3[CH:14]=[N:15][NH:16][C:10]=3[CH:9]=2)[CH:5]=[N:4][CH:3]=1.[Br:17][C:18]1[C:23](OC)=[CH:22][CH:21]=[C:20](I)[N:19]=1.C(=O)([O-])[O-].[K+].[K+].CNCCNC>[Cu]I>[Br:17][C:18]1[N:19]=[C:20]([N:16]2[C:10]3[CH:9]=[C:8]([C:6]4[CH:5]=[N:4][CH:3]=[C:2]([CH3:1])[N:7]=4)[N:13]=[CH:12][C:11]=3[CH:14]=[N:15]2)[CH:21]=[CH:22][CH:23]=1 |f:2.3.4|. Reported procedure: A solution containing 6-(6-methylpyrazin-2-yl)-1H-pyrazolo[4,3-c]pyridine (250 mg, 1.18 mmol), 2-bromo-6-iodo-3-methoxypyridine (570 mg, 1.78 mmol), Copper(I) iodide (225 mg, 1.18 mmol), Potassium carbonate (196 mg, 1.42 mmol) and N,N′-Dimethylethylenediamine (0.25 mL, 2.37 mmol) was stirred at 85° C. 4 h. The reaction was filtered through celite and concentrated. The crude product purified by isco column (EtOAc/Hep eluted at 100% EtOAc) to give the desired product 280 mg 59% yield. MS (ESI) m/z...